This data is from the Open Reaction Database (ORD), a public repository of structured organic reaction records. The task is: describe an organic reaction: reactants, conditions, products, and yield Procedure details: 80 mmol (17.4 g) of caesium carbonate are added to a solution, cooled to 0° C., of 80 mmol (10 g) of trans-1,4-dichloro-2-butene and 53.3 mmol (9.23 g) of para-bromophenol in 500 ml of acetonitrile, and then the mixture is stirred at ambient temperature for 4 days. The mixture is hydrolysed with 250 ml of a saturated aqueous solution of ammonium chloride and then extracted with ethyl acetate. The organic phases are combined and washed with a saturated aqueous solution of sodium chloride and then... The reactants are C([O-])([O-])=O.[Cs+].[Cs+] (caesium carbonate), saturated aqueous solution, [Cl-].[NH4+] (ammonium chloride), ClC\C=C\CCl (trans-1,4-dichloro-2-butene), BrC1=CC=C(C=C1)O (para-bromophenol), C(C)#N (acetonitrile). Run at time 4 day. Reaction SMILES: [C:1](=[O:4])([O-])[O-].[Cs+].[Cs+].Cl[CH2:8]/[CH:9]=[CH:10]/[CH2:11]Cl.[Br:13][C:14]1[CH:19]=[CH:18][C:17]([OH:20])=[CH:16][CH:15]=1.[Cl-].[NH4+].[C:23](#N)C>>[Br:13][C:14]1[CH:19]=[CH:18][C:17]([O:20][CH2:8][CH:9]([CH:10]=[CH2:11])[CH2:23][CH2:1][OH:4])=[CH:16][CH:15]=1 |f:0.1.2,5.6|. The product is BrC1=CC=C(OCC(CCO)C=C)C=C1 (3-[(4-Bromophenoxy)methyl]-4-penten-1-ol).